From a dataset of the Open Reaction Database (ORD), a public repository of structured organic reaction records. describe an organic reaction: reactants, conditions, products, and yield The product is ClC1=C(C=CC(=C1)OC)C=1N=C(SC1C)N(CCC)C1=C(C=CC(=C1)CO)OC (4-(2-Chloro-4-methoxyphenyl)-5-methyl-2-[N-(5-hydroxymethyl-2-methoxyphenyl)-N-propylamino]thiazole). Run at time 2 hour. Procedure: At 0° C., under an inert atmosphere, 1.5 g of 4-(2-chloro-4-methoxyphenyl)-5methyl-2-[N-(5-carboxy-2-methoxyphenyl)-N-propylamino]thiazole are dissolved in 11 ml of tetrahydrofuran. 5 ml of a 1 M solution of lithium aluminium hydride in tetrahydrofuran are added slowly so that the temperature of the mixture does not exceed 10° C. After 2 hours at room temperature, the reaction mixture is cooled with the aid of an ice bath and then hydrolyzed slowly. The crude material is alkalanized before being... Reactants: solution, [H-].[Al+3].[Li+].[H-].[H-].[H-] (lithium aluminium hydride), crude material, ClC1=C(C=CC(=C1)OC)C=1N=C(SC1C)N(CCC)C1=C(C=CC(=C1)C(=O)O)OC (4-(2-chloro-4-methoxyphenyl)-5methyl-2-[N-(5-carboxy-2-methoxyphenyl)-N-propylamino]thiazole), ClCCl.C(C)(=O)OCC (dichloromethane ethyl acetate). RXN SMILES: [Cl:1][C:2]1[CH:7]=[C:6]([O:8][CH3:9])[CH:5]=[CH:4][C:3]=1[C:10]1[N:11]=[C:12]([N:16]([C:20]2[CH:25]=[C:24]([C:26](O)=[O:27])[CH:23]=[CH:22][C:21]=2[O:29][CH3:30])[CH2:17][CH2:18][CH3:19])[S:13][C:14]=1[CH3:15].[H-].[Al+3].[Li+].[H-].[H-].[H-].ClCCl.C(OCC)(=O)C>O1CCCC1>[Cl:1][C:2]1[CH:7]=[C:6]([O:8][CH3:9])[CH:5]=[CH:4][C:3]=1[C:10]1[N:11]=[C:12]([N:16]([C:20]2[CH:25]=[C:24]([CH2:26][OH:27])[CH:23]=[CH:22][C:21]=2[O:29][CH3:30])[CH2:17][CH2:18][CH3:19])[S:13][C:14]=1[CH3:15] |f:1.2.3.4.5.6,7.8|. Run in O1CCCC1 (tetrahydrofuran), O1CCCC1 (tetrahydrofuran). The yield is 87.0%. Reactants: C, [H][H], NC(Cc1ccc([N+](=O)[O-])cc1)C(=O)O, NC(Cc1ccccc1)C(=O)O, [Pd]. Product: Nc1ccc(CC(N)C(=O)O)cc1. As a reaction SMILES: [C:30].[H:28][H:29].[N+:13]([O-:14])(=[O:15])[c:16]1[cH:17][cH:18][c:19]([CH2:20][CH:21]([NH2:22])[C:23](=[O:24])[OH:25])[cH:26][cH:27]1.[NH2:1][CH:2]([C:3](=[O:4])[OH:5])[CH2:6][c:7]1[cH:8][cH:9][cH:10][cH:11][cH:12]1.[Pd:31]>>[NH2:13][c:16]1[cH:17][cH:18][c:19]([CH2:20][CH:21]([NH2:22])[C:23](=[O:24])[OH:25])[cH:26][cH:27]1. Starting materials: COC1=CC=C(C=C1)N=NC1=CC=C(C(C(=O)Cl)=C1)O (5-(4-Methoxyphenylazo)salicoyl chloride), NC1=CC=C2C=NNC2=C1 (6-aminoindazole). The product is OC1=C(C(=O)NC2=CC=C3C=NNC3=C2)C=C(C=C1)N=NC1=CC=C(C=C1)OC (2-hydroxy-N-(indazol-6-yl)-5-(4-methoxyphenylazo)benzamide). RXN SMILES: [CH3:1][O:2][C:3]1[CH:8]=[CH:7][C:6]([N:9]=[N:10][C:11]2[CH:19]=[C:15]([C:16](Cl)=[O:17])[C:14]([OH:20])=[CH:13][CH:12]=2)=[CH:5][CH:4]=1.[NH2:21][C:22]1[CH:30]=[C:29]2[C:25]([CH:26]=[N:27][NH:28]2)=[CH:24][CH:23]=1>>[OH:20][C:14]1[CH:13]=[CH:12][C:11]([N:10]=[N:9][C:6]2[CH:7]=[CH:8][C:3]([O:2][CH3:1])=[CH:4][CH:5]=2)=[CH:19][C:15]=1[C:16]([NH:21][C:22]1[CH:30]=[C:29]2[C:25]([CH:26]=[N:27][NH:28]2)=[CH:24][CH:23]=1)=[O:17]. Procedure details: 5-(4-Methoxyphenylazo)salicoyl chloride and 6-aminoindazole were reacted together as described in Preparation 7. The product was crystallized in aqueous pyridine, m.p. 279°, λmax (methanol)=350 nm. Reactants: C(Cl)(Cl)(Cl)Cl.C(C)#N.O (carbon tetrachloride acetonitrile water), S(=S)(=O)([O-])[O-].[Na+].[Na+] (sodium thiosulfate), C=C1COC2=C(CC1)C=C(C=C2)C(C)O (1-(3-methylene-2,3,4,5-tetrahydro-1-benzoxepin-7-yl)ethanol), OC(C)(C)C(C)(C)O (pinacol), I(=O)(=O)(=O)[O-].[Na+] (sodium periodate). The reagents and catalysts are O.O.O.[Ru](Cl)(Cl)Cl (ruthenium chloride trihydrate). Solvent: ClCCl (dichloromethane). Run at time 24 hour. Product: C(C)(=O)C=1C=CC2=C(CCC(CO2)=O)C1 (7-acetyl-4,5-dihydro-1-benzoxepin-3(2H)-one). Isolated yield 55.0%. Reaction SMILES: C=[C:2]1[CH2:8][CH2:7][C:6]2[CH:9]=[C:10]([CH:13]([OH:15])[CH3:14])[CH:11]=[CH:12][C:5]=2[O:4][CH2:3]1.[OH:16]C(C(O)(C)C)(C)C.I([O-])(=O)(=O)=O.[Na+].C(Cl)(Cl)(Cl)Cl.C(#N)C.O.S([O-])([O-])(=O)=S.[Na+].[Na+]>O.O.O.[Ru](Cl)(Cl)Cl.ClCCl>[C:13]([C:10]1[CH:11]=[CH:12][C:5]2[O:4][CH2:3][C:2](=[O:16])[CH2:8][CH2:7][C:6]=2[CH:9]=1)(=[O:15])[CH3:14] |f:2.3,4.5.6,7.8.9,10.11.12.13|. Procedure details: 4.7 mg (0.023 mmol) of ruthenium chloride trihydrate are added at 0° C. to 188 mg of 1-(3-methylene-2,3,4,5-tetrahydro-1-benzoxepin-7-yl)ethanol as a mixture with its pinacol dimer, prepared according to example 15, and 1.28 g (5.99 mmol) of sodium periodate in solution in a carbon tetrachloride/acetonitrile/water (2/2/3) ternary mixture. After stirring at ambient temperature for 24 hours, a saturated sodium thiosulfate solution and dichloromethane are added. After separating the phases, the aqu...